From a dataset of the Open Reaction Database (ORD), a public repository of structured organic reaction records. describe an organic reaction: reactants, conditions, products, and yield Reactants: COC=1C=C(C=CC1)Br (3-methoxybromobenzene), C(C(=C)C)(=O)Cl (methacryloyl chloride), [Cl-].[Al+3].[Cl-].[Cl-] (aluminium chloride). Run in ClCCl (dichloromethane). Product: BrC1=CC(=C(C=C1)C(C(=C)C)=O)OC (4-bromo-2-methoxy-1-methacryloylbenzene). Isolated yield 44.7%. Reaction SMILES: [CH3:1][O:2][C:3]1[CH:4]=[C:5]([Br:9])[CH:6]=[CH:7][CH:8]=1.[C:10](Cl)(=[O:14])[C:11]([CH3:13])=[CH2:12].[Cl-].[Al+3].[Cl-].[Cl-]>ClCCl>[Br:9][C:5]1[CH:6]=[CH:7][C:8]([C:10](=[O:14])[C:11]([CH3:13])=[CH2:12])=[C:3]([O:2][CH3:1])[CH:4]=1 |f:2.3.4.5|. Reported procedure: 3-methoxybromobenzene (238 mg), methacryloyl chloride (110 mg), and aluminium chloride (160 mg) were reacted in dichloromethane (1.5 mL) at from 0° C. to room temperature for 4 hours. The resultant was treated in the same manner as described in Example 1 to obtain the title compound (120 mg). The reactants are C(CCC)[Li] (butyl lithium), C(C)(C)C1=C(C(=C2N1N=CC1=CC=CC=C21)C2=CC=CC=C2)/C=C/C=O ((E)-3-(3-isopropyl-1-phenylpyrrolo[2,1-a]phthalazin-2-yl)propenal), [H-].[Na+] (sodium hydride), C(CC(=O)C)(=O)OCC (ethyl acetoacetate). The solvent is CCCCCC (hexane), O1CCCC1 (tetrahydrofuran), O1CCCC1 (tetrahydrofuran). Reaction conditions: temperature -10 celsius, time 30 minute. Yields the product OC(CC(CC(=O)OCC)=O)\C=C\C=1C(=C2N(N=CC3=CC=CC=C23)C1C(C)C)C1=CC=CC=C1 (ethyl (E)-5-hydroxy-7-(3-isopropyl-1-phenylpyrrolo[2,1-a]phthalazin-2-yl)-3-oxohept-6-enoate). Yield: 42.6%. As a reaction SMILES: [H-].[Na+].[C:3]([O:9][CH2:10][CH3:11])(=[O:8])[CH2:4][C:5]([CH3:7])=[O:6].C([Li])CCC.[CH:17]([C:20]1[N:24]2[N:25]=[CH:26][C:27]3[C:32]([C:23]2=[C:22]([C:33]2[CH:38]=[CH:37][CH:36]=[CH:35][CH:34]=2)[C:21]=1/[CH:39]=[CH:40]/[CH:41]=[O:42])=[CH:31][CH:30]=[CH:29][CH:28]=3)([CH3:19])[CH3:18]>O1CCCC1.CCCCCC>[OH:42][CH:41](/[CH:40]=[CH:39]/[C:21]1[C:22]([C:33]2[CH:38]=[CH:37][CH:36]=[CH:35][CH:34]=2)=[C:23]2[C:32]3[C:27](=[CH:28][CH:29]=[CH:30][CH:31]=3)[CH:26]=[N:25][N:24]2[C:20]=1[CH:17]([CH3:19])[CH3:18])[CH2:7][C:5](=[O:6])[CH2:4][C:3]([O:9][CH2:10][CH3:11])=[O:8] |f:0.1|. Procedure: A stirred suspension of sodium hydride (80% dispersion in oil, 112 mg; 3.7 mmol) in dry tetrahydrofuran (15 ml) was treated with ethyl acetoacetate (0.43 g) under an atmosphere of argon, maintaining the temperature at -10° C. The mixture was stirred for 30 minutes and then it was treated with a solution of butyl lithium in hexane (2.5M; 1.38 ml), still maintaining the temperature at -10° C. The mixture was stirred for a further period of 20 minutes and then it was treated dropwise with a solutio... Starting materials: ClC(C(OCC)OCC)OCC (1-chloro-1,2,2-triethoxyethane), C(C1=CC=CC=C1)N (benzylamine), C([O-])([O-])=O.[K+].[K+] (potassium carbonate), CN(C=O)C (dimethylform-amide). Conditions: time 45 minute. Yields the product C(C1=CC=CC=C1)C(C(OCC)OCC)=N (Benzyl-2,2-diethoxyethanimine). The yield is 82.0%. As a reaction SMILES: Cl[CH:2](OCC)[CH:3]([O:7][CH2:8][CH3:9])[O:4][CH2:5][CH3:6].[CH2:13](N)[C:14]1[CH:19]=[CH:18][CH:17]=[CH:16][CH:15]=1.C(=O)([O-])[O-].[K+].[K+].C[N:28](C)C=O>>[CH2:13]([C:2](=[NH:28])[CH:3]([O:4][CH2:5][CH3:6])[O:7][CH2:8][CH3:9])[C:14]1[CH:19]=[CH:18][CH:17]=[CH:16][CH:15]=1 |f:2.3.4|. Reported procedure: A mixture of 158 mg (0.80 mmole) of 1-chloro-1,2,2-triethoxyethane (produced in accordance with Example IV), 0.10 mL (0.92 mmole) of benzylamine, and 136 mg (0.985 mmole) of anhydrous potassium carbonate in 1.00 mL of dimethylform-amide, spectrophotometric-grade, commercially available from Aldrich Chemical Co., Milwaukee, Wis., was stirred, while being protected from atmospheric moisture, at 0° C. for 45 minutes. Isolation of the product as described in the procedure of Example XVII afforded 14... The reactants are C(C)OC(=O)C1=C(N(C2=CC=C(C=C12)O)C1=CC(=CC=C1)Cl)CC(=O)OCC (1-(3-Chlorophenyl)-2-ethoxycarbonylmethyl-5-hydroxyindole-3-carboxylic acid ethyl ester), FC(C1=CC=C(C=C1)B(O)O)(F)F (4-trifluoromethylphenylboronic acid). The product is C(C)OC(=O)C1=C(N(C2=CC=C(C=C12)OC1=CC=C(C=C1)C(F)(F)F)C1=CC(=CC=C1)Cl)CC(=O)OCC (1-(3-Chlorophenyl)-2-ethoxycarbonylmethyl-5-(4-trifluoromethylphenoxy)indole-3-carboxylic acid ethyl ester). Reaction SMILES: [CH2:1]([O:3][C:4]([C:6]1[C:14]2[C:9](=[CH:10][CH:11]=[C:12]([OH:15])[CH:13]=2)[N:8]([C:16]2[CH:21]=[CH:20][CH:19]=[C:18]([Cl:22])[CH:17]=2)[C:7]=1[CH2:23][C:24]([O:26][CH2:27][CH3:28])=[O:25])=[O:5])[CH3:2].[F:29][C:30]([F:41])([F:40])[C:31]1[CH:36]=[CH:35][C:34](B(O)O)=[CH:33][CH:32]=1>>[CH2:1]([O:3][C:4]([C:6]1[C:14]2[C:9](=[CH:10][CH:11]=[C:12]([O:15][C:34]3[CH:35]=[CH:36][C:31]([C:30]([F:41])([F:40])[F:29])=[CH:32][CH:33]=3)[CH:13]=2)[N:8]([C:16]2[CH:21]=[CH:20][CH:19]=[C:18]([Cl:22])[CH:17]=2)[C:7]=1[CH2:23][C:24]([O:26][CH2:27][CH3:28])=[O:25])=[O:5])[CH3:2]. Procedure: The sub-title compound was prepared in accordance with step (c) Example 1 from 1-(3-chlorophenyl)-2-ethoxycarbonylmethyl-5-hydroxyindole-3-carboxylic acid ethyl ester (141 mg, 0.35 mmol, see step (b) Example 8) and 4-trifluoromethylphenylboronic acid (100 mg, 0.53 mmol). Yield 120 mg (63%). Reactants: CS(C)=O, COC(=O)c1ccc(F)cc1Oc1ccccc1, [K+], [K+], O=C([O-])[O-], C1CC2(CCN1)OCCO2, O. Product: COC(=O)c1ccc(N2CCC3(CC2)OCCO3)cc1Oc1ccccc1. As a reaction SMILES: [CH3:36][S:37]([CH3:38])=[O:39].[F:11][c:12]1[cH:13][c:14]([O:22][c:23]2[cH:24][cH:25][cH:26][cH:27][cH:28]2)[c:15]([C:16](=[O:17])[O:18][CH3:19])[cH:20][cH:21]1.[K+:29].[K+:30].[O-:31][C:32]([O-:33])=[O:34].[O:1]1[CH2:2][CH2:3][O:4][C:5]12[CH2:6][CH2:7][NH:8][CH2:9][CH2:10]2.[OH2:35]>>[O:1]1[CH2:2][CH2:3][O:4][C:5]12[CH2:6][CH2:7][N:8]([c:12]1[cH:13][c:14]([O:22][c:23]3[cH:24][cH:25][cH:26][cH:27][cH:28]3)[c:15]([C:16](=[O:17])[O:18][CH3:19])[cH:20][cH:21]1)[CH2:9][CH2:10]2. Reactants: Al2O3, [Cr](=O)(=O)([O-])Cl.[NH+]1=CC=CC=C1 (pyridinium chlorochromate), C(C)(C)C1=NC(=C(C(=C1CO)C1=CC=C(C=C1)F)C(=O)OCC)C(C)C (Ethyl 2,6-Diisopropyl-4-(4-fluorophenyl)-3-hydroxymethylpyridine-5-carboxylate). The solvent is C(Cl)Cl (CH2Cl2). Conditions: time 1 hour. The product is C(C)(C)C1=NC(=C(C(=C1C=O)C1=CC=C(C=C1)F)C(=O)OCC)C(C)C (Ethyl 2,6-Diisopropyl-4-(4-fluorophenyl)-3-formyl-pyridine-5-carboxylate). As a reaction SMILES: [Cr](Cl)([O-])(=O)=O.[NH+]1C=CC=CC=1.[CH:12]([C:15]1[C:20]([CH2:21][OH:22])=[C:19]([C:23]2[CH:28]=[CH:27][C:26]([F:29])=[CH:25][CH:24]=2)[C:18]([C:30]([O:32][CH2:33][CH3:34])=[O:31])=[C:17]([CH:35]([CH3:37])[CH3:36])[N:16]=1)([CH3:14])[CH3:13]>C(Cl)Cl>[CH:12]([C:15]1[C:20]([CH:21]=[O:22])=[C:19]([C:23]2[CH:28]=[CH:27][C:26]([F:29])=[CH:25][CH:24]=2)[C:18]([C:30]([O:32][CH2:33][CH3:34])=[O:31])=[C:17]([CH:35]([CH3:36])[CH3:37])[N:16]=1)([CH3:14])[CH3:13] |f:0.1|. Procedure: 14.18 g (0.139 mol) of neutral Al2O3 and 29.96 g (0.13 mol) of pyridinium chlorochromate (PCC) are added to a solution of 25.0 g (0.0695 mol) of the compound from Example IX in 500 ml CH2Cl2 and the mixture is stirred for 1 h at room temperature. It is drawn off by suction over silica gel and subsequently washed with CH2Cl2, and the filtrate is concentrated in a vacuum, whereby the product precipitates out.